From a dataset of the Open Reaction Database (ORD), a public repository of structured organic reaction records. describe an organic reaction: reactants, conditions, products, and yield The reactants are O (Water), B(Br)(Br)Br (boron tribromide), COC1=CC=C(C2=C1OC=C2)OCC(=O)OCC (ethyl (7-methoxybenzo[b]furan-4-yloxy)acetate). The solvent is ClCCl (dichloromethane), ClCCl (dichloromethane). Reaction conditions: time 3 hour. Product: OC1=CC=C(C2=C1OC=C2)OCC(=O)OCC (ethyl (7-hydroxybenzo[b]furan-4-yloxy)acetate). RXN SMILES: B(Br)(Br)Br.C[O:6][C:7]1[C:12]2[O:13][CH:14]=[CH:15][C:11]=2[C:10]([O:16][CH2:17][C:18]([O:20][CH2:21][CH3:22])=[O:19])=[CH:9][CH:8]=1.O>ClCCl>[OH:6][C:7]1[C:12]2[O:13][CH:14]=[CH:15][C:11]=2[C:10]([O:16][CH2:17][C:18]([O:20][CH2:21][CH3:22])=[O:19])=[CH:9][CH:8]=1. Reported procedure: A solution of boron tribromide (5.50 g, 22 mmol) in dichloromethane (20 mL) was added dropwise to a solution of the above ester (2.77 g, 11.1 mmol) in dichloromethane (30 mL) at −40° C. and the mixture was stirred for 3 h without cooling while the temperature reached 0° C. Water (3 mL) was added to the mixture the organic layer was evaporated in vacuo. The obtained residue was purified by column chromatography (silica gel Fluka 60, chloroform) affording ethyl (7-hydroxybenzo[b]furan-4-yloxy)acet... Starting materials: [Na+].C(C)(=O)SCC(C(=O)NC=1C=C(C(=O)[O-])C=CC1)CC1=CC=C(C=C1)OC (3-[[2-Acetylthiomethyl-3-(4 methoxyphenyl)-propionyl]amino]benzoic acid sodium salt), compound, Cl (hydrochloric acid). The solvent is O (water). The product is C(C)(=O)SCC(C(=O)NC=1C=C(C(=O)O)C=CC1)CC1=CC=C(C=C1)OC (3-[[2-acetylthiomethyl-3-(4-methoxyphenyl)propionyl]amino]benzoic acid). Isolated yield 70.4%. Reaction SMILES: [Na+].[C:2]([S:5][CH2:6][CH:7]([CH2:20][C:21]1[CH:26]=[CH:25][C:24]([O:27][CH3:28])=[CH:23][CH:22]=1)[C:8]([NH:10][C:11]1[CH:12]=[C:13]([CH:17]=[CH:18][CH:19]=1)[C:14]([O-:16])=[O:15])=[O:9])(=[O:4])[CH3:3].Cl>O>[C:2]([S:5][CH2:6][CH:7]([CH2:20][C:21]1[CH:26]=[CH:25][C:24]([O:27][CH3:28])=[CH:23][CH:22]=1)[C:8]([NH:10][C:11]1[CH:12]=[C:13]([CH:17]=[CH:18][CH:19]=1)[C:14]([OH:16])=[O:15])=[O:9])(=[O:4])[CH3:3] |f:0.1|. Reported procedure: 3-[[2-Acetylthiomethyl-3-(4 methoxyphenyl)-propionyl]amino]benzoic acid sodium salt (compound of Example 36) (1.5 g) is dissolved in water (30 ml), and the mixture is adjusted to pH 3.0 with 1 N hydrochloric acid with stirring under ice cooling, and the mixture is extracted with ethyl acetate (50 ml). The extract is washed with water and dried over anhydrous magnesium sulfate, and then distilled under reduced pressure to give the title compound (1.0 g). Starting materials: C(\C=C\C(=O)O)(=O)O (fumaric acid), C(C)OCC (diethyl ether), C(C)C1=C(C2=C([C@H]3CN(C[C@H]3CC2=O)C)C=C1OC)O (cis-7-ethyl-6-hydroxy-8-methoxy-2-methyl-1,2,3,3a,4,9b-hexahydro-benzo[e]isoindol-5-one). The solvent is C(C)O (ethanol). Conditions: time 17 hour. The product is C(\C=C\C(=O)O)(=O)O.C(C)C1=C(C2=C(C3CN(CC3CC2=O)C)C=C1OC)O (7-ethyl-6-hydroxy-8-methoxy-2-methyl-1,2,3,3a,4,9b-hexahydro-benzo[e]isoindol-5-one fumarate). The yield is 96.9%. As a reaction SMILES: [C:1]([OH:8])(=[O:7])/[CH:2]=[CH:3]/[C:4]([OH:6])=[O:5].C(OCC)C.[CH2:14]([C:16]1[C:30]([O:31][CH3:32])=[CH:29][C:19]2[C@@H:20]3[C@H:24]([CH2:25][C:26](=[O:27])[C:18]=2[C:17]=1[OH:33])[CH2:23][N:22]([CH3:28])[CH2:21]3)[CH3:15]>C(O)C>[C:1]([OH:8])(=[O:7])/[CH:2]=[CH:3]/[C:4]([OH:6])=[O:5].[CH2:14]([C:16]1[C:30]([O:31][CH3:32])=[CH:29][C:19]2[CH:20]3[CH:24]([CH2:25][C:26](=[O:27])[C:18]=2[C:17]=1[OH:33])[CH2:23][N:22]([CH3:28])[CH2:21]3)[CH3:15] |f:4.5|. Reported procedure: 168 mg (1.45 mmol) of fumaric acid and 50 ml of diethyl ether were added while stirring to a solution of 0.4 g (1.45 mmol) of cis-7-ethyl-6-hydroxy-8-methoxy-2-methyl-1,2,3,3a,4,9b-hexahydro-benzo[e]isoindol-5-one in 0.5 ml of ethanol. The mixture was stirred at room temperature for a further 17 hours and the solid was subsequently filtered off. 0.55 g (97%) of 7-ethyl-6-hydroxy-8-methoxy-2-methyl-1,2,3,3a,4,9b-hexahydro-benzo[e]isoindol-5-one fumarate (1:1) was obtained as a white solid with m....